Dataset: the Open Reaction Database (ORD), a public repository of structured organic reaction records. Task: describe an organic reaction: reactants, conditions, products, and yield Starting materials: CC1(C)OB(c2ccc3[nH]c4ccccc4c3c2)OC1(C)C, c1ccc(-c2ccccc2P(C2CCCCC2)C2CCCCC2)cc1, Clc1ccc(OC2CN3CCC2CC3)nn1, Cl[Pd]Cl, c1ccc(P(c2ccccc2)c2ccccc2)cc1, c1ccc(P(c2ccccc2)c2ccccc2)cc1. Yields the product c1ccc2c(c1)[nH]c1ccc(-c3ccc(OC4CN5CCC4CC5)nn3)cc12. As a reaction SMILES: [CH3:17][C:18]1([CH3:19])[C:20]([CH3:21])([CH3:22])[O:23][B:24]([c:25]2[cH:26][cH:27][c:28]3[nH:29][c:30]4[cH:31][cH:32][cH:33][cH:34][c:35]4[c:36]3[cH:37]2)[O:38]1.[CH:39]1([P:40]([CH:41]2[CH2:42][CH2:43][CH2:44][CH2:45][CH2:46]2)[c:47]2[cH:48][cH:49][cH:50][cH:51][c:52]2-[c:53]2[cH:54][cH:55][cH:56][cH:57][cH:58]2)[CH2:59][CH2:60][CH2:61][CH2:62][CH2:63]1.[Cl:1][c:2]1[cH:3][cH:4][c:5]([O:8][CH:9]2[CH2:10][N:11]3[CH2:12][CH2:13][CH:14]2[CH2:15][CH2:16]3)[n:6][n:7]1.[Pd:64]([Cl:65])[Cl:66].[c:67]1([P:68]([c:69]2[cH:70][cH:71][cH:72][cH:73][cH:74]2)[c:75]2[cH:76][cH:77][cH:78][cH:79][cH:80]2)[cH:81][cH:82][cH:83][cH:84][cH:85]1.[c:86]1([P:87]([c:88]2[cH:89][cH:90][cH:91][cH:92][cH:93]2)[c:94]2[cH:95][cH:96][cH:97][cH:98][cH:99]2)[cH:100][cH:101][cH:102][cH:103][cH:104]1>>[c:2]1(-[c:25]2[cH:26][cH:27][c:28]3[nH:29][c:30]4[cH:31][cH:32][cH:33][cH:34][c:35]4[c:36]3[cH:37]2)[cH:3][cH:4][c:5]([O:8][CH:9]2[CH2:10][N:11]3[CH2:12][CH2:13][CH:14]2[CH2:15][CH2:16]3)[n:6][n:7]1. The reactants are CC(C)(C)OC(=O)Nc1ccc(Oc2ccc(C(=O)Nc3ccc(Br)cc3)cc2[N+](=O)[O-])cc1, CCO, CCOC(C)=O, [Cl-], [Fe], [NH4+], C1CCOC1, O. Product: CC(C)(C)OC(=O)Nc1ccc(Oc2ccc(C(=O)Nc3ccc(Br)cc3)cc2N)cc1. As a reaction SMILES: [C:1]([CH3:2])([CH3:3])([CH3:4])[O:5][C:6]([NH:7][c:8]1[cH:9][cH:10][c:11]([O:14][c:15]2[c:16]([N+:31]([O-:32])=[O:33])[cH:17][c:18]([C:21]([NH:22][c:23]3[cH:24][cH:25][c:26]([Br:29])[cH:27][cH:28]3)=[O:30])[cH:19][cH:20]2)[cH:12][cH:13]1)=[O:34].[CH3:38][CH2:39][OH:40].[CH3:46][CH2:47][O:48][C:49](=[O:50])[CH3:51].[Cl-:35].[Fe:52].[NH4+:36].[O:41]1[CH2:42][CH2:43][CH2:44][CH2:45]1.[OH2:37]>>[C:1]([CH3:2])([CH3:3])([CH3:4])[O:5][C:6]([NH:7][c:8]1[cH:9][cH:10][c:11]([O:14][c:15]2[c:16]([NH2:31])[cH:17][c:18]([C:21]([NH:22][c:23]3[cH:24][cH:25][c:26]([Br:29])[cH:27][cH:28]3)=[O:30])[cH:19][cH:20]2)[cH:12][cH:13]1)=[O:34]. Reactants: C(#N)C1=CC(=C(N)C(=C1)F)F (4-cyano-2,6-difluoroaniline), sodium nitride, S(O)(O)(=O)=O (sulfuric acid), O (Water), C(C)(=O)O (acetic acid), Br (hydrobromic acid). The reagents and catalysts are [Cu]Br (copper (I) bromide). The product is BrC1=C(C=C(C=C1F)C#N)F (2-bromo-5-cyano-1,3-difluorobenzene). Reaction SMILES: S(=O)(=O)(O)O.C(O)(=O)C.[C:10]([C:12]1[CH:18]=[C:17]([F:19])[C:15](N)=[C:14]([F:20])[CH:13]=1)#[N:11].O.[BrH:22]>[Cu]Br>[Br:22][C:15]1[C:17]([F:19])=[CH:18][C:12]([C:10]#[N:11])=[CH:13][C:14]=1[F:20]. Procedure details: 4 g of sodium nitride was added to 30 ml of concentrated sulfuric acid and chilled to a temperature of 10° C. and 38 ml of acetic acid was added thereto. 8.9 ml of 4-cyano-2,6-difluoroaniline was added gradually to maintain the solution at a temperature of 20° to 25° C. The reaction mixture was added dropwise to a solution a 10 g of copper (I) bromide dissolved in 30 ml of concentrated hydrobromic acid. After the dropwise addition was completed, the reaction mixture was stirred for one and one h... The reactants are ClC1=C(C=CC=C1C(CC1=NC(=NC=C1)Cl)=O)NC(OCC=C)=O (2-propen-1-yl {2-chloro-3-[(2-chloro-4-pyrimidinyl)acetyl]phenyl}carbamate), C1CC(=O)N(C1=O)Br (NBS), N1(CCOCC1)C(N)=S (4-morpholinecarbothioamide). Yields the product ClC1=C(C=CC=C1C=1N=C(SC1C1=NC(=NC=C1)Cl)N1CCOCC1)NC(OCC=C)=O (2-Propen-1-yl {2-chloro-3-[5-(2-chloro-4-pyrimidinyl)-2-(4-morpholinyl)-1,3-thiazol-4-yl]phenyl}carbamate). As a reaction SMILES: [Cl:1][C:2]1[C:7]([C:8](=O)[CH2:9][C:10]2[CH:15]=[CH:14][N:13]=[C:12]([Cl:16])[N:11]=2)=[CH:6][CH:5]=[CH:4][C:3]=1[NH:18][C:19](=[O:24])[O:20][CH2:21][CH:22]=[CH2:23].C1C(=O)N(Br)C(=O)C1.[N:33]1([C:39](=[S:41])[NH2:40])[CH2:38][CH2:37][O:36][CH2:35][CH2:34]1>>[Cl:1][C:2]1[C:7]([C:8]2[N:40]=[C:39]([N:33]3[CH2:38][CH2:37][O:36][CH2:35][CH2:34]3)[S:41][C:9]=2[C:10]2[CH:15]=[CH:14][N:13]=[C:12]([Cl:16])[N:11]=2)=[CH:6][CH:5]=[CH:4][C:3]=1[NH:18][C:19](=[O:24])[O:20][CH2:21][CH:22]=[CH2:23]. Procedure: Following a procedure analogous to the procedure described in Example 18, Step A using 2-propen-1-yl {2-chloro-3-[(2-chloro-4-pyrimidinyl)acetyl]phenyl}carbamate (3.00 g, 8.19 mmol), NBS (1.531 g, 8.60 mmol) and 4-morpholinecarbothioamide (1.677 g, 11.47 mmol) the title compound of Step C was obtained as an orange solid (4.03 g, 7.86 mmol, 96% yield). 1H NMR (400 MHz, DMSO-d6) δ ppm 9.29 (s, 1H), 8.33 (d, J=5.5 Hz, 1H), 7.67-7.84 (m, 1H), 7.48 (t, J=7.8 Hz, 1H), 7.29 (dd, J=7.7, 1.5 Hz, 1H), 6.4... Reactants: N#C[K], CN(C)C=O, CC(C)(C)OC(=O)N1CCC2(CC1)CO2. The product is CC(C)(C)OC(=O)N1CCC(O)(CC#N)CC1. As a reaction SMILES: [K:16][C:17]#[N:18].[O:19]=[CH:20][N:21]([CH3:22])[CH3:23].[O:1]1[CH2:2][C:3]12[CH2:4][CH2:5][N:6]([C:9](=[O:10])[O:11][C:12]([CH3:13])([CH3:14])[CH3:15])[CH2:7][CH2:8]2>>[OH:1][C:3]1([CH2:2][C:17]#[N:18])[CH2:4][CH2:5][N:6]([C:9](=[O:10])[O:11][C:12]([CH3:13])([CH3:14])[CH3:15])[CH2:7][CH2:8]1. Reaction conditions: temperature 60 celsius, time 2 hour. Procedure: A solution of the mixture of two diastereoisomers of 2-chloro-8,9-dihydro-7-[(hydroxy)(5-methyl-1-trityl-1H-imidazol-4-yl)methyl]-10-methylpyrido[1,2-a]indol-6(7H)-one (0.50 g) in acetic acid-water (5:2, 7 ml) was stirred at 60° C. for 2 hours. After evaporation of the solvent, the residue was partitioned between water and chloroform and neutralized with an aqueous sodium hydroxide, to give precipitates. The organic layer and the precipitates were combined and chromatographed on silica gel elute... Product: ClC=1C=C2C(=C3N(C2=CC1)C(C(CC3)C(C=3N=CNC3C)O)=O)C (2-chloro-8,9-dihydro-10-methyl-7-[(hydroxy)(5-methyl-1H-imidazol-4-yl)methyl]pyrido[1,2-a]indol-6(7H)-one). Reactants: ClC=1C=C2C(=C3N(C2=CC1)C(C(CC3)C(C=3N=CN(C3C)C(C3=CC=CC=C3)(C3=CC=CC=C3)C3=CC=CC=C3)O)=O)C (2-chloro-8,9-dihydro-7-[(hydroxy)(5-methyl-1-trityl-1H-imidazol-4-yl)methyl]-10-methylpyrido[1,2-a]indol-6(7H)-one). Isolated yield 12.6%. Reaction SMILES: [Cl:1][C:2]1[CH:3]=[C:4]2[C:8](=[CH:9][CH:10]=1)[N:7]1[C:11](=[O:42])[CH:12]([CH:15]([OH:41])[C:16]3[N:17]=[CH:18][N:19](C(C4C=CC=CC=4)(C4C=CC=CC=4)C4C=CC=CC=4)[C:20]=3[CH3:21])[CH2:13][CH2:14][C:6]1=[C:5]2[CH3:43]>C(O)(=O)C.O>[Cl:1][C:2]1[CH:3]=[C:4]2[C:8](=[CH:9][CH:10]=1)[N:7]1[C:11](=[O:42])[CH:12]([CH:15]([OH:41])[C:16]3[N:17]=[CH:18][NH:19][C:20]=3[CH3:21])[CH2:13][CH2:14][C:6]1=[C:5]2[CH3:43] |f:1.2|. The solvent is C(C)(=O)O.O (acetic acid water). Reactants: FC(C1=CC=2CC3=CC=CC=C3C2C=C1)F (2-difluoromethylfluorene), Cl.N1=CC=C(C=C1)CCl (4-picolylchloride hydrochloride), [OH-].[Na+] (sodium hydroxide). Reagents/catalysts: [Cl-].C(C1=CC=CC=C1)[N+](CC)(CC)CC (benzyltriethylammonium chloride). The solvent is C1(=CC=CC=C1)C (toluene). The product is N1=CC=C(C=C1)CC1(C2=CC=CC=C2C=2C=CC(=CC12)C(F)F)CC1=CC=NC=C1 (9,9-Bis(4-pyridinylmethyl)-2-difluoromethyl fluorene). RXN SMILES: [F:1][CH:2]([F:16])[C:3]1[CH:15]=[CH:14][C:13]2[C:12]3[C:7](=[CH:8][CH:9]=[CH:10][CH:11]=3)[CH2:6][C:5]=2[CH:4]=1.Cl.[N:18]1[CH:23]=[CH:22][C:21]([CH2:24]Cl)=[CH:20][CH:19]=1.[OH-].[Na+]>[Cl-].C([N+](CC)(CC)CC)C1C=CC=CC=1.C1(C)C=CC=CC=1>[N:18]1[CH:23]=[CH:22][C:21]([CH2:24][C:6]2([CH2:24][C:21]3[CH:22]=[CH:23][N:18]=[CH:19][CH:20]=3)[C:5]3[CH:4]=[C:3]([CH:2]([F:16])[F:1])[CH:15]=[CH:14][C:13]=3[C:12]3[C:7]2=[CH:8][CH:9]=[CH:10][CH:11]=3)=[CH:20][CH:19]=1 |f:1.2,3.4,5.6|. Procedure: The title compound was prepared following the method of Example 1 from 0.6 g (2.78 mmole) of 2-difluoromethylfluorene, 1.14 g of 4-picolylchloride hydrochloride, 32 mg benzyltriethylammonium chloride, 4 ml of 50% sodium hydroxide solution, and 25 ml of toluene by reaction at 50° for 6 hrs. The product was chromatographed (silica, CH2Cl2 /MeOH, 10:1) to yield 0.5 g, m.p. >300°; NMR (CDCl3,200 MHz) δ: 3.43(S,4H), 6.45(d,J=5.7 Hz,4H), 6.74(t,J=56.6 Hz,1H), 7.26-7.70(m.arom.), 8.1(d,J=5.7 Hz,4H). HR... The reactants are C(CCl)Cl (EDC), N([C@@H]([C@@H](C)CC)C(=O)N[C@@H](CC(C)C)C(=O)O)C(=O)OC(C)(C)C (Boc-Ile-Leu-OH), C1=CC=C2C(=C1)C(=O)N(N=N2)O (HOOBt), Cl (HCl), N[C@@H](CCCNC(N)=N)C(=O)N[C@@H](CC1=CNC2=CC=CC=C12)C(=O)N1[C@H](C(=O)N[C@@H](CC2=CNC3=CC=CC=C23)C(=O)N[C@@H](CC2=CNC3=CC=CC=C23)C(=O)N2[C@H](C(=O)N[C@@H](CC3=CNC4=CC=CC=C34)C(=O)N[C@@H](CCCNC(N)=N)C(=O)N[C@@H](CCCNC(N)=N)C(=O)N[C@@H](CCCCNC(=O)OC(C)(C)C)C(=O)N)CCC2)CCC1 (H-Arg-Trp-Pro-Trp-Trp-Pro-Trp-Arg-Arg-Lys(Boc)-NH2). The solvent is C(Cl)Cl (CH2Cl2), C(Cl)Cl.C(C(C)C)O (CH2Cl2 iso-butanol), [Na+].[Cl-] (NaCl), CC(=O)N(C)C (DMA). Reaction conditions: temperature 0 celsius, time 4 hour. Yields the product N([C@@H]([C@@H](C)CC)C(=O)N[C@@H](CC(C)C)C(=O)N[C@@H](CCCNC(N)=N)C(=O)N[C@@H](CC1=CNC2=CC=CC=C12)C(=O)N1[C@H](C(=O)N[C@@H](CC2=CNC3=CC=CC=C23)C(=O)N[C@@H](CC2=CNC3=CC=CC=C23)C(=O)N2[C@H](C(=O)N[C@@H](CC3=CNC4=CC=CC=C34)C(=O)N[C@@H](CCCNC(N)=N)C(=O)N[C@@H](CCCNC(N)=N)C(=O)N[C@@H](CCCCNC(=O)OC(C)(C)C)C(=O)N)CCC2)CCC1)C(=O)OC(C)(C)C (Boc-Ile-Leu-Arg-Trp-Pro-Trp-Trp-Pro-Trp-Arg-Arg-Lys(Boc)-NH2). RXN SMILES: [NH:1]([C:18]([O:20][C:21]([CH3:24])([CH3:23])[CH3:22])=[O:19])[C@H:2]([C:7]([NH:9][C@H:10]([C:15]([OH:17])=O)[CH2:11][CH:12]([CH3:14])[CH3:13])=[O:8])[C@H:3]([CH2:5][CH3:6])[CH3:4].C1C=C2C(N(O)N=NC2=CC=1)=O.[NH2:37][C@H:38]([C:46]([NH:48][C@H:49]([C:60]([N:62]1[CH2:156][CH2:155][CH2:154][C@H:63]1[C:64]([NH:66][C@H:67]([C:78]([NH:80][C@H:81]([C:92]([N:94]1[CH2:153][CH2:152][CH2:151][C@H:95]1[C:96]([NH:98][C@H:99]([C:110]([NH:112][C@H:113]([C:121]([NH:123][C@H:124]([C:132]([NH:134][C@H:135]([C:148]([NH2:150])=[O:149])[CH2:136][CH2:137][CH2:138][CH2:139][NH:140][C:141]([O:143][C:144]([CH3:147])([CH3:146])[CH3:145])=[O:142])=[O:133])[CH2:125][CH2:126][CH2:127][NH:128][C:129](=[NH:131])[NH2:130])=[O:122])[CH2:114][CH2:115][CH2:116][NH:117][C:118](=[NH:120])[NH2:119])=[O:111])[CH2:100][C:101]1[C:109]2[C:104](=[CH:105][CH:106]=[CH:107][CH:108]=2)[NH:103][CH:102]=1)=[O:97])=[O:93])[CH2:82][C:83]1[C:91]2[C:86](=[CH:87][CH:88]=[CH:89][CH:90]=2)[NH:85][CH:84]=1)=[O:79])[CH2:68][C:69]1[C:77]2[C:72](=[CH:73][CH:74]=[CH:75][CH:76]=2)[NH:71][CH:70]=1)=[O:65])=[O:61])[CH2:50][C:51]1[C:59]2[C:54](=[CH:55][CH:56]=[CH:57][CH:58]=2)[NH:53][CH:52]=1)=[O:47])[CH2:39][CH2:40][CH2:41][NH:42][C:43](=[NH:45])[NH2:44].C(Cl)CCl.Cl>CC(N(C)C)=O.C(Cl)Cl.C(Cl)Cl.C(O)C(C)C.[Na+].[Cl-]>[NH:1]([C:18]([O:20][C:21]([CH3:24])([CH3:23])[CH3:22])=[O:19])[C@H:2]([C:7]([NH:9][C@H:10]([C:15]([NH:37][C@H:38]([C:46]([NH:48][C@H:49]([C:60]([N:62]1[CH2:156][CH2:155][CH2:154][C@H:63]1[C:64]([NH:66][C@H:67]([C:78]([NH:80][C@H:81]([C:92]([N:94]1[CH2:153][CH2:152][CH2:151][C@H:95]1[C:96]([NH:98][C@H:99]([C:110]([NH:112][C@H:113]([C:121]([NH:123][C@H:124]([C:132]([NH:134][C@H:135]([C:148]([NH2:150])=[O:149])[CH2:136][CH2:137][CH2:138][CH2:139][NH:140][C:141]([O:143][C:144]([CH3:147])([CH3:146])[CH3:145])=[O:142])=[O:133])[CH2:125][CH2:126][CH2:127][NH:128][C:129](=[NH:130])[NH2:131])=[O:122])[CH2:114][CH2:115][CH2:116][NH:117][C:118](=[NH:119])[NH2:120])=[O:111])[CH2:100][C:101]1[C:109]2[C:104](=[CH:105][CH:106]=[CH:107][CH:108]=2)[NH:103][CH:102]=1)=[O:97])=[O:93])[CH2:82][C:83]1[C:91]2[C:86](=[CH:87][CH:88]=[CH:89][CH:90]=2)[NH:85][CH:84]=1)=[O:79])[CH2:68][C:69]1[C:77]2[C:72](=[CH:73][CH:74]=[CH:75][CH:76]=2)[NH:71][CH:70]=1)=[O:65])=[O:61])[CH2:50][C:51]1[C:59]2[C:54](=[CH:55][CH:56]=[CH:57][CH:58]=2)[NH:53][CH:52]=1)=[O:47])[CH2:39][CH2:40][CH2:41][NH:42][C:43](=[NH:44])[NH2:45])=[O:17])[CH2:11][CH:12]([CH3:13])[CH3:14])=[O:8])[C@H:3]([CH2:5][CH3:6])[CH3:4] |f:7.8,9.10|. Reported procedure: 1.05 equivalents of Boc-Ile-Leu-OH (Mw=344.4) and 1.10 equivalents of HOOBt (Mw=163.13) are added to a cold (0±5° C.) solution of 1.00 equivalent of 3HCl.H-Arg-Trp-Pro-Trp-Trp-Pro-Trp-Arg-Arg-Lys(Boc)-NH2 (Mw=1652.9; purity=89.0%) in DMA and CH2Cl2. 1.20 equivalents of EDC(N-(3-dimethylaminopropyl)-N-ethylcarbodiimide; Mw=191.7; purity=100.0%) was then added to the reaction mixture which was further stirred at 0±5° C. for about 4 hours, then at least 8 hours at room temperature. After the comple... Starting materials: ClC=1C=C(C=O)C=C(N1)Cl (2,6-dichloroisonicotinaldehyde), C1(=CC=C(C=C1)S(=O)(=O)C[N+]#[C-])C (p-toluenesulfonyl methyl isocyanide), C([O-])([O-])=O.[K+].[K+] (potassium carbonate). Run in CO (methanol). Run at temperature 50 celsius, time 30 minute. The product is ClC1=NC(=CC(=C1)C1=CN=CO1)Cl (5-(2,6-Dichloropyridin-4-yl)oxazole). The yield is 97.7%. Reaction SMILES: [Cl:1][C:2]1[CH:3]=[C:4]([CH:7]=[C:8]([Cl:10])[N:9]=1)[CH:5]=[O:6].C1(C)C=CC(S([CH2:20][N+:21]#[C-:22])(=O)=O)=CC=1.C(=O)([O-])[O-].[K+].[K+]>CO>[Cl:1][C:2]1[CH:3]=[C:4]([C:5]2[O:6][CH:22]=[N:21][CH:20]=2)[CH:7]=[C:8]([Cl:10])[N:9]=1 |f:2.3.4|. Procedure: 528 mg of 2,6-dichloroisonicotinaldehyde (this compound was prepared by the method described in J. Chem. Soc., Chem. Commun., 1998, 1567-1568) was dissolved in 10 ml of methanol, and 586 mg of p-toluenesulfonyl methyl isocyanide and 415 mg of potassium carbonate ware added, and the mixture was stirred at 50° C. for 30 minutes. The reaction solution was concentrated, and then diluted with ethyl acetate, and the organic layer was washed with a saturated aqueous solution of sodium bicarbonate and b...